Task: describe an organic reaction: reactants, conditions, products, and yield. Dataset: the Open Reaction Database (ORD), a public repository of structured organic reaction records Reactants: CSC1=NN=C(S1)C1=CC2=C(C=NS2)C=C1 (6-(5-(methylthio)-1,3,4-thiadiazol-2-yl)benzo[d]isothiazole), OO (hydrogen peroxide), CC(=O)O (AcOH), O (water). The reagents and catalysts are [O-][W](=O)(=O)[O-].[Na+].[Na+] (sodium tungstate). Solvent: C(=O)(O)[O-].[Na+] (NaHCO3), CCOC(=O)C (EtOAc). Reaction conditions: time 16 hour. Product: CS(=O)(=O)C1=NN=C(S1)C1=CC2=C(C=NS2)C=C1 (6-(5-(Methylsulfonyl)-1,3,4-thiadiazol-2-yl)benzo[d]isothiazole). As a reaction SMILES: [CH3:1][S:2][C:3]1[S:7][C:6]([C:8]2[CH:16]=[CH:15][C:11]3[CH:12]=[N:13][S:14][C:10]=3[CH:9]=2)=[N:5][N:4]=1.OO.CC(O)=[O:21].[OH2:23]>C([O-])(O)=O.[Na+].CCOC(C)=O.[O-][W]([O-])(=O)=O.[Na+].[Na+]>[CH3:1][S:2]([C:3]1[S:7][C:6]([C:8]2[CH:16]=[CH:15][C:11]3[CH:12]=[N:13][S:14][C:10]=3[CH:9]=2)=[N:5][N:4]=1)(=[O:21])=[O:23] |f:4.5,7.8.9|. Reported procedure: To a stirred mixture of 6-(5-(methylthio)-1,3,4-thiadiazol-2-yl)benzo[d]isothiazole (0.20 g, 0.75 mmol) and hydrogen peroxide (0.19 mL, 1.9 mmol) in AcOH (2.00 mL, 35 mmol) was added sodium tungstate (0.0026 mL, 0.038 mmol). The resulting mixture was stirred at room temperature 16 hours. The mixture was diluted with aqueous NaHCO3 (10 mL), water (10 mL) and EtOAc (5 mL). The separated aqueous layer was extracted with EtOAc (2×10 mL) and the combined organic layers were washed with brine, dried o...